Dataset: the Open Reaction Database (ORD), a public repository of structured organic reaction records. Task: describe an organic reaction: reactants, conditions, products, and yield Starting materials: BrC1=CN=C2N1N=C(C=C2)Cl (3-bromo-6-chloroimidazo[1,2-b]pyridazine), ClC1=NC=C(C=C1NS(=O)(=O)C1=CC=C(C=C1)F)B1OC(C(O1)(C)C)(C)C (N-(2-chloro-5-(4,4,5,5-tetramethyl-1,3,2-dioxaborolan-2-yl)pyridin-3-yl)-4-fluorobenzenesulfonamide), ClCCl (dichloromethane), C([O-])([O-])=O.[Na+].[Na+] (sodium carbonate). Reagents/catalysts: Cl[Pd]Cl.C1(=CC=CC=C1)P([C-]1C=CC=C1)C1=CC=CC=C1.[C-]1(C=CC=C1)P(C1=CC=CC=C1)C1=CC=CC=C1.[Fe+2] ([1,1′-bis(diphenylphosphino)ferrocene]-dichloropalladium). Solvent: O (water), O1CCOCC1 (dioxane). Conditions: temperature 100 celsius, time 1 hour. The product is ClC1=NC=C(C=C1NS(=O)(=O)C1=CC=C(C=C1)F)C1=CN=C2N1N=C(C=C2)Cl (N-(2-Chloro-5-(6-chloroimidazo[1,2-b]pyridazin-3-yl)pyridin-3-yl)-4-fluorobenzenesulfonamide). As a reaction SMILES: Br[C:2]1[N:6]2[N:7]=[C:8]([Cl:11])[CH:9]=[CH:10][C:5]2=[N:4][CH:3]=1.[Cl:12][C:13]1[C:18]([NH:19][S:20]([C:23]2[CH:28]=[CH:27][C:26]([F:29])=[CH:25][CH:24]=2)(=[O:22])=[O:21])=[CH:17][C:16](B2OC(C)(C)C(C)(C)O2)=[CH:15][N:14]=1.ClCCl.C(=O)([O-])[O-].[Na+].[Na+]>Cl[Pd]Cl.C1(P(C2C=CC=CC=2)[C-]2C=CC=C2)C=CC=CC=1.[C-]1(P(C2C=CC=CC=2)C2C=CC=CC=2)C=CC=C1.[Fe+2].O.O1CCOCC1>[Cl:12][C:13]1[C:18]([NH:19][S:20]([C:23]2[CH:28]=[CH:27][C:26]([F:29])=[CH:25][CH:24]=2)(=[O:22])=[O:21])=[CH:17][C:16]([C:2]2[N:6]3[N:7]=[C:8]([Cl:11])[CH:9]=[CH:10][C:5]3=[N:4][CH:3]=2)=[CH:15][N:14]=1 |f:3.4.5,6.7.8.9|. Procedure: To a 10-mL, reaction vial was added 3-bromo-6-chloroimidazo[1,2-b]pyridazine (0.100 g, 0.43 mmol, Combi-Blocks, San Diego, Calif.), N-(2-chloro-5-(4,4,5,5-tetramethyl-1,3,2-dioxaborolan-2-yl)pyridin-3-yl)-4-fluorobenzenesulfonamide (0.213 g, 0.52 mmol), [1,1′-bis(diphenylphosphino)ferrocene]-dichloropalladium, complex with dichloromethane (24 mg, 0.032 mmol), sodium carbonate (0.137 g, 1.29 mmol), dioxane (2 mL) and water (1 mL). The vial was sealed and purged with nitrogen for several minutes. ... The reactants are S(=O)(=O)([O-])[O-].[Mg+2] (magnesium sulfate), [C-]#N.[Na+] (sodium cyanide), O1CC1C1C(C=C)OC(O1)(C)C (1,2-epoxy-3,4-(dimethylmethylenedioxy)-5-hexene). Run in CO (methanol). Run at temperature 10 celsius, time 45 minute. Product: CC1(OC(C(CC#N)O)C(C=C)O1)C (4,5-(dimethylmethylenedioxy)-3-hydroxy-6-heptenenitrile). Yield: 23.9%. RXN SMILES: S([O-])([O-])(=O)=O.[Mg+2].[C-:7]#[N:8].[Na+].[O:10]1[CH:12]([CH:13]2[O:19][C:18]([CH3:21])([CH3:20])[O:17][CH:14]2[CH:15]=[CH2:16])[CH2:11]1>CO>[CH3:20][C:18]1([CH3:21])[O:17][CH:14]([CH:15]=[CH2:16])[CH:13]([CH:12]([OH:10])[CH2:11][C:7]#[N:8])[O:19]1 |f:0.1,2.3|. Procedure: Fifty milliliters of a saturated magnesium sulfate aqueous solution were cooled to 10° C., and 10.23 g of sodium cyanide was gradually added not to proceed over 10° C. After stirring at 10° C. for 45 minutes, a solution of 7.61 g of 1,2-epoxy-3,4-(dimethylmethylenedioxy)-5-hexene in 30 ml of methanol was gradually added to the above mixture not to proceed over 10° C. After stirring at room temperature for 2 hours, the reaction mixture was extracted with ethyl acetate. The extract was washed with... Starting materials: CC(=O)OC(C)=O, NS(=O)(=O)c1cccc(C(=O)C(C(=O)c2cc(F)cc(F)c2)=C2Nc3ccccc3N2)c1, CN(C)C=O, c1ccncc1. Yields the product CC(=O)NS(=O)(=O)c1cccc(C(=O)C(C(=O)c2cc(F)cc(F)c2)=C2Nc3ccccc3N2)c1. As a reaction SMILES: [CH3:33][C:34](=[O:35])[O:36][C:37](=[O:38])[CH3:39].[F:1][c:2]1[cH:3][c:4]([C:9]([C:10]([C:11](=[O:12])[c:13]2[cH:14][c:15]([S:19](=[O:20])(=[O:21])[NH2:22])[cH:16][cH:17][cH:18]2)=[C:23]2[NH:24][c:25]3[c:26]([cH:28][cH:29][cH:30][cH:31]3)[NH:27]2)=[O:32])[cH:5][c:6]([F:8])[cH:7]1.[O:46]=[CH:47][N:48]([CH3:49])[CH3:50].[cH:40]1[cH:41][cH:42][n:43][cH:44][cH:45]1>>[F:1][c:2]1[cH:3][c:4]([C:9]([C:10]([C:11](=[O:12])[c:13]2[cH:14][c:15]([S:19](=[O:20])(=[O:21])[NH:22][C:34]([CH3:33])=[O:35])[cH:16][cH:17][cH:18]2)=[C:23]2[NH:24][c:25]3[c:26]([cH:28][cH:29][cH:30][cH:31]3)[NH:27]2)=[O:32])[cH:5][c:6]([F:8])[cH:7]1. The reactants are resultant mixture, resultant mixture, BrCC(=O)OC(C)(C)C (tert-Butyl 2-bromoacetate), CC(C)([O-])C.[K+] (Potassium tert-butoxide), C(C)(C)(C)O (tert-BuOH), ClC1=NC=2N3[C@@H](CNC2C=N1)COCC3 ((S)-2-chloro-5,6,6a,7,9,10-hexahydro-[1,4]oxazino[3,4-h]pteridine). The solvent is O (water), CN(C)C=O (DMF). The product is ClC1=NC=2N3[C@@H](CN(C2C=N1)CC(=O)OC(C)(C)C)COCC3 ((S)-tert-butyl 2-(2-chloro-6a,7,9,10-tetrahydro-[1,4]oxazino[3,4-h]pteridin-5(6H)-yl)acetate). Isolated yield 55.2%. RXN SMILES: CC(C)([O-])C.[K+].C(O)(C)(C)C.[Cl:12][C:13]1[N:22]=[CH:21][C:20]2[NH:19][CH2:18][C@H:17]3[CH2:23][O:24][CH2:25][CH2:26][N:16]3[C:15]=2[N:14]=1.Br[CH2:28][C:29]([O:31][C:32]([CH3:35])([CH3:34])[CH3:33])=[O:30]>CN(C=O)C.O>[Cl:12][C:13]1[N:22]=[CH:21][C:20]2[N:19]([CH2:28][C:29]([O:31][C:32]([CH3:35])([CH3:34])[CH3:33])=[O:30])[CH2:18][C@H:17]3[CH2:23][O:24][CH2:25][CH2:26][N:16]3[C:15]=2[N:14]=1 |f:0.1|. Reported procedure: Potassium tert-butoxide in tert-BuOH (1M, 2.65 mL, 2.65 mmol) was added to a solution of (S)-2-chloro-5,6,6a,7,9,10-hexahydro-[1,4]oxazino[3,4-h]pteridine (PREPARATION x4, 500 mg, 2.206 mmol) in DMF (5 mL) at 0° C. The resultant mixture was stirred at room temperature for 30 minutes. tert-Butyl 2-bromoacetate (0.421 mL, 2.87 mmol) was added to the reaction mixture at 0° C. The resultant mixture was stirred at room temperature for 1 hour. After addition of water, the resultant mixture was extract...